This data is from the Open Reaction Database (ORD), a public repository of structured organic reaction records. The task is: describe an organic reaction: reactants, conditions, products, and yield Starting materials: N#Cc1ccc(CBr)cc1, CN(C)C=O, [H-], [H][H], [Na+], O, c1nc[nH]n1. Yields the product N#Cc1ccc(Cc2nc[nH]n2)cc1. RXN SMILES: [Br:10][CH2:11][c:12]1[cH:13][cH:14][c:15]([C:16]#[N:17])[cH:18][cH:19]1.[CH3:20][N:21]([CH3:22])[CH:23]=[O:24].[H-:6].[H:8][H:9].[Na+:7].[OH2:25].[nH:1]1[n:2][cH:3][n:4][cH:5]1>>[nH:1]1[n:2][c:3]([CH2:11][c:12]2[cH:13][cH:14][c:15]([C:16]#[N:17])[cH:18][cH:19]2)[n:4][cH:5]1. Reactants: O=C([O-])[O-], ClCc1coc(-c2ccc(Cl)cc2)n1, NC(=O)c1c(F)ccc(O)c1F, [K+], [K+], CN(C)C=O. Yields the product NC(=O)c1c(F)ccc(OCc2coc(-c3ccc(Cl)cc3)n2)c1F. As a reaction SMILES: [C:27](=[O:28])([O-:29])[O-:30].[Cl:1][CH2:2][c:3]1[n:4][c:5](-[c:8]2[cH:9][cH:10][c:11]([Cl:14])[cH:12][cH:13]2)[o:6][cH:7]1.[F:15][c:16]1[c:17]([C:18](=[O:19])[NH2:20])[c:21]([F:26])[cH:22][cH:23][c:24]1[OH:25].[K+:31].[K+:32].[O:33]=[CH:34][N:35]([CH3:36])[CH3:37]>>[CH2:2]([c:3]1[n:4][c:5](-[c:8]2[cH:9][cH:10][c:11]([Cl:14])[cH:12][cH:13]2)[o:6][cH:7]1)[O:25][c:24]1[c:16]([F:15])[c:17]([C:18](=[O:19])[NH2:20])[c:21]([F:26])[cH:22][cH:23]1. Starting materials: CN(C)C=O (DMF), CC(C)CCC[C@@H](C)[C@H]1CC[C@H]2[C@@H]3CC=C4C[C@@H](O)CC[C@]4(C)[C@H]3CC[C@]12C (cholesterol), C(C)(=O)[O-] (acetate). Solvent: CO (methanol). Product: CC1=C(C(CCC1)(C)C)/C=C/C(=C/C=C/C(=C/C(=O)O)/C)/C (Retinoic acid). As a reaction SMILES: CN(C=O)C.CC([CH2:9][CH2:10][CH2:11][C@H:12]([C@@H:14]1[C@:32]2([CH3:33])[C@H:17]([C@H:18]3[C@H:29]([CH2:30][CH2:31]2)[C@:27]2([CH3:28])[C:21](C[C@H](C[CH2:26]2)O)=[CH:20][CH2:19]3)CC1)C)C.[C:34]([O-:37])(=[O:36])[CH3:35]>CO>[CH3:17][C:18]1[CH2:19][CH2:20][CH2:21][C:27]([CH3:26])([CH3:28])[C:29]=1/[CH:30]=[CH:31]/[C:32](/[CH3:33])=[CH:14]/[CH:12]=[CH:11]/[C:10](/[CH3:9])=[CH:35]/[C:34]([OH:37])=[O:36]. Procedure: 40 mg of hapten are solubilized in 2 ml of anhydrous methanol and 2 ml of anhydrous DMF containing 1 μl of radioactive tracer (cholesterol: ref. NET 725, Dupont de Nemours). 80 mg of PL dissolved in 2 ml of 1.5 M acetate buffer are then added dropwise. After thorough stirring, the conjugates are purified by dialysis. The first dialysis solution consists of a mixture of 1/3 of methanol, 1/3 of DMF and 1/3 of water. The following two solutions consist solely of water.